From a dataset of the Open Reaction Database (ORD), a public repository of structured organic reaction records. describe an organic reaction: reactants, conditions, products, and yield Starting materials: CC(C)(C)OC(=O)NC(COC(=O)C(C)(C)C)Cc1ccccc1, ClCCl, O=C(O)C(F)(F)F. The product is CC(C)(C)C(=O)OCC(N)Cc1ccccc1. RXN SMILES: [C:1]([C:2]([CH3:3])([CH3:4])[CH3:5])(=[O:6])[O:7][CH2:8][CH:9]([CH2:10][c:11]1[cH:12][cH:13][cH:14][cH:15][cH:16]1)[NH:17][C:18]([O:19][C:20]([CH3:21])([CH3:22])[CH3:23])=[O:24].[Cl:32][CH2:33][Cl:34].[OH:25][C:26]([C:27]([F:28])([F:29])[F:30])=[O:31]>>[C:1]([C:2]([CH3:3])([CH3:4])[CH3:5])(=[O:6])[O:7][CH2:8][CH:9]([CH2:10][c:11]1[cH:12][cH:13][cH:14][cH:15][cH:16]1)[NH2:17]. The reactants are CC1=CC=C(C=C1)C1=CC(=CC(=C1)OC1COCC1)C(=O)OC (methyl 4′-methyl-5-(tetrahydrofuran-3-yloxy)biphenyl-3-carboxylate), [OH-].[Li+] (lithium hydroxide), OS(=O)(=O)O (H2SO4). The solvent is O1CCOCC1 (1,4-dioxane), O (water). Run at time 2 hour. The product is CC1=CC=C(C=C1)C1=CC(=CC(=C1)OC1COCC1)C(=O)O (4′-Methyl-5-(tetrahydrofuran-3-yloxy)biphenyl-3-carboxylic acid). As a reaction SMILES: [CH3:1][C:2]1[CH:7]=[CH:6][C:5]([C:8]2[CH:13]=[C:12]([O:14][CH:15]3[CH2:19][CH2:18][O:17][CH2:16]3)[CH:11]=[C:10]([C:20]([O:22]C)=[O:21])[CH:9]=2)=[CH:4][CH:3]=1.[OH-].[Li+].OS(O)(=O)=O>O1CCOCC1.O>[CH3:1][C:2]1[CH:3]=[CH:4][C:5]([C:8]2[CH:13]=[C:12]([O:14][CH:15]3[CH2:19][CH2:18][O:17][CH2:16]3)[CH:11]=[C:10]([C:20]([OH:22])=[O:21])[CH:9]=2)=[CH:6][CH:7]=1 |f:1.2|. Procedure details: To a stirred solution of methyl 4′-methyl-5-(tetrahydrofuran-3-yloxy)biphenyl-3-carboxylate (150 mg, 0.46 mmol) in 1,4-dioxane (5 mL) and water (0.5 mL) was added lithium hydroxide (55 mg, 2.3 mmol). The reaction mixture was stirred at room temperature for 2 hours, and then acidified with 2N aq. H2SO4 to pH 4-5 and concentrated in vacuo. The residue was treated with water and extracted with CH2Cl2 (10 mL×3). The combined organic layers were dried (MgSO4), and concentrated to afford the title com... The reactants are CCO, O=C(OCc1ccccc1)c1sc(=O)[nH]c1CC(F)(F)F. The product is O=C(O)c1sc(=O)[nH]c1CC(F)(F)F. As a reaction SMILES: [CH3:22][CH2:23][OH:24].[O:1]=[c:2]1[s:3][c:4]([C:12](=[O:13])[O:14][CH2:15][c:16]2[cH:17][cH:18][cH:19][cH:20][cH:21]2)[c:5]([CH2:7][C:8]([F:9])([F:10])[F:11])[nH:6]1>>[O:1]=[c:2]1[s:3][c:4]([C:12](=[O:13])[OH:14])[c:5]([CH2:7][C:8]([F:9])([F:10])[F:11])[nH:6]1. The reactants are CC1N(CCC1)C1=CC=CC(=N1)NC=1C=2N(N=C(C1)C=1C=C(C(=O)O)C=CC1)C=CN2 (3-(8-(6-(2-methylpyrrolidin-1-yl)pyridin-2-ylamino)imidazo[1,2-b]pyridazin-6-yl)benzoic acid), CN(CCN)C (N1,N1-dimethylethane-1,2-diamine), CN1C=NC=C1 (1-methyl-1H-imidazole), CCN=C=NCCCN(C)C (EDCI). Run in ClCCl (dichloromethane). Run at time 16 hour. Product: CN(CCNC(C1=CC(=CC=C1)C=1C=C(C=2N(N1)C=CN2)NC2=NC(=CC=C2)N2C(CCC2)C)=O)C (N-(2-(dimethylamino)ethyl)-3-(8-(6-(2-methylpyrrolidin-1-yl)pyridine-2-ylamino)imidazo[1,2-b]pyridazin-6-yl)benzamide). Yield: 42.3%. As a reaction SMILES: [CH3:1][CH:2]1[CH2:6][CH2:5][CH2:4][N:3]1[C:7]1[N:12]=[C:11]([NH:13][C:14]2[C:15]3[N:16]([CH:29]=[CH:30][N:31]=3)[N:17]=[C:18]([C:20]3[CH:21]=[C:22]([CH:26]=[CH:27][CH:28]=3)[C:23](O)=[O:24])[CH:19]=2)[CH:10]=[CH:9][CH:8]=1.[CH3:32][N:33]([CH3:37])[CH2:34][CH2:35][NH2:36].CN1C=CN=C1.CCN=C=NCCCN(C)C>ClCCl>[CH3:32][N:33]([CH3:37])[CH2:34][CH2:35][NH:36][C:23](=[O:24])[C:22]1[CH:26]=[CH:27][CH:28]=[C:20]([C:18]2[CH:19]=[C:14]([NH:13][C:11]3[CH:10]=[CH:9][CH:8]=[C:7]([N:3]4[CH2:4][CH2:5][CH2:6][CH:2]4[CH3:1])[N:12]=3)[C:15]3[N:16]([CH:29]=[CH:30][N:31]=3)[N:17]=2)[CH:21]=1. Reported procedure: A mixture of 3-(8-(6-(2-methylpyrrolidin-1-yl)pyridin-2-ylamino)imidazo[1,2-b]pyridazin-6-yl)benzoic acid (83 mg, 0.2 mmol), N1,N1-dimethylethane-1,2-diamine (19 mg, 0.22 mmol), 1-methyl-1H-imidazole (66 mg, 0.8 mmol) and EDCI (153 mg, 0.8 mmol) in dichloromethane (10 mL) was stirred at room temperature for 16 h then concentrated. The residue was purified by chromatography (silica gel, 10 g, 200˜300 mesh, methanol:dichloromethane=1:20) and further purified by Prep-TLC (silica gel, methanol:dichl... Reactants: C1COCCN1, CS(C)=O, CCOC(C)=O, O=[N+]([O-])c1c(F)cc(F)cc1F, [K+], [K+], O=C([O-])[O-]. Yields the product O=[N+]([O-])c1c(F)cc(F)cc1N1CCOCC1. As a reaction SMILES: [CH2:23]1[CH2:24][O:25][CH2:26][CH2:27][NH:28]1.[CH3:19][S:20]([CH3:21])=[O:22].[CH3:29][CH2:30][O:31][C:32]([CH3:33])=[O:34].[F:1][c:2]1[c:3]([N+:10](=[O:11])[O-:12])[c:4]([F:9])[cH:5][c:6]([F:8])[cH:7]1.[K+:13].[K+:14].[O-:15][C:16]([O-:17])=[O:18]>>[c:2]1([N:28]2[CH2:23][CH2:24][O:25][CH2:26][CH2:27]2)[c:3]([N+:10](=[O:11])[O-:12])[c:4]([F:9])[cH:5][c:6]([F:8])[cH:7]1. The reactants are NC1=CC=C2CCNC(C2=C1)=O (7-amino-3,4-dihydro-1(2H)-isoquinolinone), N(=O)[O-].[Na+] (NaNO2), CuBr, Br (HBr). Run in O (water), O (water), C(C)#N (acetonitrile). Run at temperature 0 celsius, time 0.5 hour. Yields the product BrC1=CC=C2CCNC(C2=C1)=O (7-bromo-3,4-dihydro-1(2H)-isoquinolinone). Yield: 63.0%. Reaction SMILES: N[C:2]1[CH:11]=[C:10]2[C:5]([CH2:6][CH2:7][NH:8][C:9]2=[O:12])=[CH:4][CH:3]=1.[BrH:13].N([O-])=O.[Na+]>C(#N)C.O>[Br:13][C:2]1[CH:11]=[C:10]2[C:5]([CH2:6][CH2:7][NH:8][C:9]2=[O:12])=[CH:4][CH:3]=1 |f:2.3|. Procedure details: To a solution of 7-amino-3,4-dihydro-1(2H)-isoquinolinone, (0.77 g, 4.77 mmol)(for a synthesis see Girard, Yves; Atkinson, Joseph G.; Belanger, Patrice C.; Fuentes, Jose J.; Rokach, Joshua; Rooney, C. Stanley; Remy, David C.; Hunt, Cecilia A J. Org. Chem. (1983), 48(19), 3220) in acetonitrile (10 ml) at 0° C. was added 48% aqueous HBr (10 ml, precooled to 0° C.). The mixture was stirred at 0° C. for 0.5 h before addition of a solution of NaNO2 (0.379 g, 5.49 mmol) in water (2 ml) over 0.4 h. The... Reactants: Cc1ccccc1, COC(OC)N(C(C)C)C(C)C, Nc1ccncc1O. Product: CC(C)N(C=Nc1ccncc1O)C(C)C. Reaction SMILES: [CH3:21][c:22]1[cH:23][cH:24][cH:25][cH:26][cH:27]1.[CH3:9][O:10][CH:11]([N:12]([CH:13]([CH3:14])[CH3:15])[CH:16]([CH3:17])[CH3:18])[O:19][CH3:20].[NH2:1][c:2]1[c:3]([OH:8])[cH:4][n:5][cH:6][cH:7]1>>[N:1]([c:2]1[c:3]([OH:8])[cH:4][n:5][cH:6][cH:7]1)=[CH:11][N:12]([CH:13]([CH3:14])[CH3:15])[CH:16]([CH3:17])[CH3:18]. Reactants: CCO, [Cl-], N, [NH4+], O=C(O)Cc1ccnc2ccsc12. Product: NC(=O)Cc1ccnc2ccsc12. Reaction SMILES: [CH3:17][CH2:18][OH:19].[Cl-:14].[NH3:16].[NH4+:15].[s:1]1[cH:2][cH:3][c:4]2[n:5][cH:6][cH:7][c:8]([CH2:10][C:11](=[O:12])[OH:13])[c:9]12>>[s:1]1[cH:2][cH:3][c:4]2[n:5][cH:6][cH:7][c:8]([CH2:10][C:11](=[O:13])[NH2:15])[c:9]12. Procedure: To a solution of (R)-tert-butyl 4-(methoxy(methyl)amino)-4-oxobutan-2-ylcarbamate (2.48 g, 10.1 mmol) in Et2O (25 mL) cooled to −5° C. was added dropwise a 2.0 M solution of LAH in THF (6.28 mL, 12.6 mmol). After the addition, the resulting slightly milky solution was stirred at 0° C. for 1.5 hr. The reaction mixture was quenched with 1 M aqueous KHSO4 (20 mL) and diluted with water (30 mL). The resulting solution with white milky precipitate was extracted with Et2O (3×). The combined Et2O extra... The yield is 83.2%. Yields the product O=CC[C@@H](C)NC(OC(C)(C)C)=O ((R)-tert-butyl 4-oxobutan-2-ylcarbamate). Reactants: solution, [H-].[H-].[H-].[H-].[Li+].[Al+3] (LAH), C1CCOC1 (THF), CON(C(C[C@@H](C)NC(OC(C)(C)C)=O)=O)C ((R)-tert-butyl 4-(methoxy(methyl)amino)-4-oxobutan-2-ylcarbamate). Run in CCOCC (Et2O). Conditions: temperature 0 celsius, time 1.5 hour. Reaction SMILES: CON(C)[C:4](=[O:16])[CH2:5][C@H:6]([NH:8][C:9](=[O:15])[O:10][C:11]([CH3:14])([CH3:13])[CH3:12])[CH3:7].[H-].[H-].[H-].[H-].[Li+].[Al+3].C1COCC1>CCOCC>[O:16]=[CH:4][CH2:5][C@H:6]([NH:8][C:9](=[O:15])[O:10][C:11]([CH3:14])([CH3:13])[CH3:12])[CH3:7] |f:1.2.3.4.5.6|. The reactants are N1C=NC(=C1)CC(=O)O (2-(1H-imidazol-4-yl)acetic acid), Product, C1(CCCC1)OC=1C=C(C=CC1OC(F)F)N1C[C@@H](NCC1)CC(C)C ((S)-1-(3-Cyclopentyloxy-4-difluoromethoxy-phenyl)-3-isobutyl-piperazine), C1(CCCC1)OC=1C=C(C=CC1OC(F)F)N1C[C@@H](NCC1)CC(C)C ((S)-1-(3-Cyclopentyloxy-4-difluoromethoxy-phenyl)-3-isobutyl-piperazine). Yields the product C1(CCCC1)OC=1C=C(C=CC1OC(F)F)N1C[C@@H](N(CC1)C(CC=1N=CNC1)=O)CC(C)C ((S)-1-(4-(3-(cyclopentyloxy)-4-(difluoromethoxy)phenyl)-2-isobutylpiperazin-1-yl)-2-(1H-imidazol-4-yl)ethanone). Reaction SMILES: [NH:1]1[CH:5]=[C:4]([CH2:6][C:7]([OH:9])=O)[N:3]=[CH:2]1.[CH:10]1([O:15][C:16]2[CH:17]=[C:18]([N:26]3[CH2:31][CH2:30][NH:29][C@@H:28]([CH2:32][CH:33]([CH3:35])[CH3:34])[CH2:27]3)[CH:19]=[CH:20][C:21]=2[O:22][CH:23]([F:25])[F:24])[CH2:14][CH2:13][CH2:12][CH2:11]1>>[CH:10]1([O:15][C:16]2[CH:17]=[C:18]([N:26]3[CH2:31][CH2:30][N:29]([C:7](=[O:9])[CH2:6][C:4]4[N:3]=[CH:2][NH:1][CH:5]=4)[C@@H:28]([CH2:32][CH:33]([CH3:35])[CH3:34])[CH2:27]3)[CH:19]=[CH:20][C:21]=2[O:22][CH:23]([F:24])[F:25])[CH2:14][CH2:13][CH2:12][CH2:11]1. Procedure: Prepared by the method outlined for Example 189 using 2-(1H-imidazol-4-yl)acetic acid and (S)-1-(3-cyclopentyloxy-4-difluoromethoxy-phenyl)-3-isobutyl-piperazine (Example 36, Compound 124) as starting materials. Product as an off-white solid (20%). LC/MS (Method B) 3.04 min, [M+1]+ 477.1. Potency class B.